From a dataset of the Open Reaction Database (ORD), a public repository of structured organic reaction records. describe an organic reaction: reactants, conditions, products, and yield Starting materials: [N+](=O)([O-])C1=C(C(=CC=C1)[N+](=O)[O-])C=C (1,3-dinitro-2-vinylbenzene), C(C)O (ethanol), O.O.O.O.O.O.O.O.O.[S-2].[Na+].[Na+] (sodium sulfide nonahydrate). The solvent is O (water). The product is [N+](=O)([O-])C=1C(=C(N)C=CC1)C=C (3-nitro-2-vinylaniline). Isolated yield 24.2%. RXN SMILES: [N+:1]([C:4]1[CH:9]=[CH:8][CH:7]=[C:6]([N+:10]([O-])=O)[C:5]=1[CH:13]=[CH2:14])([O-:3])=[O:2].C(O)C.O.O.O.O.O.O.O.O.O.[S-2].[Na+].[Na+]>O>[N+:1]([C:4]1[C:5]([CH:13]=[CH2:14])=[C:6]([CH:7]=[CH:8][CH:9]=1)[NH2:10])([O-:3])=[O:2] |f:2.3.4.5.6.7.8.9.10.11.12.13|. Procedure: The product from Example 44A (0.669 g, 3.45 mmoles) in 3:1 ethanol:water (40 mL) was treated with sodium sulfide nonahydrate (1.66 g, 6.90 mmoles) and heated at reflux for 30 minutes. The mixture was allowed to cool to room temperature and then concentrated under reduced pressure. The residue was mixed with water and extracted with chloroform (2×). The chloroform extracts were combined, washed with brine, dried with sodium sulfate and the filtrate concentrated under reduced pressure. The residue... The reactants are O=C([O-])[O-], CCC(C)=O, CCCCI, [K+], [K+], Oc1cccc2cc[nH]c12. The product is CCCCOc1cccc2cc[nH]c12. RXN SMILES: [C:11](=[O:12])([O-:13])[O-:14].[CH2:22]([C:23]([CH3:24])=[O:25])[CH3:26].[I:17][CH2:18][CH2:19][CH2:20][CH3:21].[K+:15].[K+:16].[OH:1][c:2]1[cH:3][cH:4][cH:5][c:6]2[cH:7][cH:8][nH:9][c:10]12>>[O:1]([c:2]1[cH:3][cH:4][cH:5][c:6]2[cH:7][cH:8][nH:9][c:10]12)[CH2:18][CH2:19][CH2:20][CH3:21]. Starting materials: ClC1=NC=C(C=C1)N (2-chloro-5-aminopyridine), CN=C=S (methyl isothiocyanate), CN=C=S (methyl isothiocyanate). Yields the product ClC1=CC=C(C=N1)NC(=S)NC (1-(6-chloro-3-pyridyl)-3-methylthiourea). Yield: 70.6%. Reported procedure: A mixture of 4.07g of 2-chloro-5-aminopyridine, 2.55g of methyl isothiocyanate and 30ml of acetonitrile was refluxed for 13.5 hours, to which 0.70g of additional methyl isothiocyanate was added and the mixture was refluxed for 3.5 hours. The reaction mixture was concentrated, and the residue was purified by a column chromatography [developing solvent: dichloromethaneethyl acetate (1: 1)] to afford 4.51g of 1-(6-chloro-3-pyridyl)-3-methylthiourea. The solvent is C(C)#N (acetonitrile). As a reaction SMILES: [Cl:1][C:2]1[CH:7]=[CH:6][C:5]([NH2:8])=[CH:4][N:3]=1.[CH3:9][N:10]=[C:11]=[S:12]>C(#N)C>[Cl:1][C:2]1[N:3]=[CH:4][C:5]([NH:8][C:11]([NH:10][CH3:9])=[S:12])=[CH:6][CH:7]=1. Reactants: C(C)(C)(C)OC(NC1=C(C=C(C(=C1)C(F)(F)F)Cl)N)=O ((2-amino-4-chloro-5-trifluoromethyl-phenyl)-carbamic acid tert-butyl ester), C(C)(C)(C)OC(CC(C1=CC(=CC=C1)C1=NC=CN=C1)=O)=O (3-oxo-3-(3-pyrazin-2-yl-phenyl)-propionic acid tert-butyl ester). The product is C(C)(C)(C)OC(NC1=C(C=C(C(=C1)C(F)(F)F)Cl)NC(CC(C1=CC(=CC=C1)C1=NC=CN=C1)=O)=O)=O ({4-Chloro-2-[3-oxo-3-(3-pyrazin-2-yl-phenyl)-propionylamino]-5-trifluoromethyl-phenyl}-carbamic acid tert-butyl ester), oil. The yield is 52.0%. Reaction SMILES: [C:1]([O:5][C:6](=[O:20])[NH:7][C:8]1[CH:13]=[C:12]([C:14]([F:17])([F:16])[F:15])[C:11]([Cl:18])=[CH:10][C:9]=1[NH2:19])([CH3:4])([CH3:3])[CH3:2].C([O:25][C:26](=O)[CH2:27][C:28](=[O:41])[C:29]1[CH:34]=[CH:33][CH:32]=[C:31]([C:35]2[CH:40]=[N:39][CH:38]=[CH:37][N:36]=2)[CH:30]=1)(C)(C)C>>[C:1]([O:5][C:6](=[O:20])[NH:7][C:8]1[CH:13]=[C:12]([C:14]([F:17])([F:16])[F:15])[C:11]([Cl:18])=[CH:10][C:9]=1[NH:19][C:26](=[O:25])[CH2:27][C:28](=[O:41])[C:29]1[CH:34]=[CH:33][CH:32]=[C:31]([C:35]2[CH:40]=[N:39][CH:38]=[CH:37][N:36]=2)[CH:30]=1)([CH3:4])([CH3:2])[CH3:3]. Procedure details: The title compound was prepared from (2-amino-4-chloro-5-trifluoromethyl-phenyl)-carbamic acid tert-butyl ester (Example J24) (310 mg, 1.0 mmol) and 3-oxo-3-(3-pyrazin-2-yl-phenyl)-propionic acid tert-butyl ester (Example K14) (298 mg, 1.0 mmol) according to the general procedure M. Obtained as a yellow oil (280 mg, 52%). Reactants: C1(=CC=C(C=C1)S(=O)(=O)OCC)C (ethyl p-toluenesulfonate), ClC(C(=O)OCC)C(=O)C (Ethyl 2-chloro-acetoacetate), C(C)(=S)N (thioacetamide), CC=1SC(C(N1)C)C(=O)OCC (2,4-dimethyl-5-ethoxycarbonyl-thiazoline). The product is C1(=CC=C(C=C1)S(=O)(=O)[O-])C.CC=1SC(=C([N+]1CC)C)C(=O)OCC (2,4-dimethyl-3-ethyl-5-ethoxycarbonyl-thiazolium p-toluenesulfonate), quaternary ammonium. Reaction SMILES: Cl[CH:2]([C:8]([CH3:10])=O)[C:3]([O:5][CH2:6][CH3:7])=[O:4].C(N)(=S)C.[CH3:15][C:16]1[S:17][CH:18](C(OCC)=O)[CH:19](C)[N:20]=1.[C:27]1([CH3:39])[CH:32]=[CH:31][C:30]([S:33]([O:36]CC)(=[O:35])=[O:34])=[CH:29][CH:28]=1>>[C:27]1([CH3:39])[CH:28]=[CH:29][C:30]([S:33]([O-:36])(=[O:34])=[O:35])=[CH:31][CH:32]=1.[CH3:15][C:16]1[S:17][C:2]([C:3]([O:5][CH2:6][CH3:7])=[O:4])=[C:8]([CH3:10])[N+:20]=1[CH2:19][CH3:18] |f:4.5|. Procedure details: Ethyl 2-chloro-acetoacetate is condensed with thioacetamide to 2,4-dimethyl-5-ethoxycarbonyl-thiazoline which is reacted, analogously to Preparation Example 1 A, with ethyl p-toluenesulfonate to give the p-toluenesulfonate of the quaternary ammonium base. Starting materials: BrC1=CN(C2=C1C=NC=C2F)C(C)C (3-bromo-7-fluoro-1-isopropyl-1H-pyrrolo[3,2-c]pyridine), C1(=CC=CC=C1)C(C1=CC=CC=C1)=NC=1C=NC=C(C(=O)N(C)OC)C1 (5-[(diphenylmethylene)amino]-N-methoxy-N-methylnicotinamide). Yields the product C1(=CC=CC=C1)C(C1=CC=CC=C1)=NC=1C=C(C=NC1)C(=O)C1=CN(C2=C1C=NC=C2F)C(C)C ({5-[(diphenylmethylene)amino]pyridin-3-yl}(7-fluoro-1-isopropyl-1H-pyrrolo[3,2-c]pyridin-3-yl)methanone). RXN SMILES: Br[C:2]1[C:6]2[CH:7]=[N:8][CH:9]=[C:10]([F:11])[C:5]=2[N:4]([CH:12]([CH3:14])[CH3:13])[CH:3]=1.[C:15]1([C:21](=[N:28][C:29]2[CH:30]=[N:31][CH:32]=[C:33]([CH:40]=2)[C:34](N(OC)C)=[O:35])[C:22]2[CH:27]=[CH:26][CH:25]=[CH:24][CH:23]=2)[CH:20]=[CH:19][CH:18]=[CH:17][CH:16]=1>>[C:15]1([C:21](=[N:28][C:29]2[CH:40]=[C:33]([C:34]([C:2]3[C:6]4[CH:7]=[N:8][CH:9]=[C:10]([F:11])[C:5]=4[N:4]([CH:12]([CH3:14])[CH3:13])[CH:3]=3)=[O:35])[CH:32]=[N:31][CH:30]=2)[C:22]2[CH:27]=[CH:26][CH:25]=[CH:24][CH:23]=2)[CH:20]=[CH:19][CH:18]=[CH:17][CH:16]=1. Reported procedure: Prepared according to the method described for Preparation 36 using 3-bromo-7-fluoro-1-isopropyl-1H-pyrrolo[3,2-c]pyridine (Preparation 46) and 5-[(diphenylmethylene)amino]-N-methoxy-N-methylnicotinamide (Preparation 52). Taken on directly to the next step. The product is ClC=1C=C2C(=NC1C1=CCCC1)N=C(N2COCC[Si](C)(C)C)O[C@@H]2CO[C@H]1[C@@H]2OC[C@H]1O ((3R,3aR,6R,6aR)-6-((6-chloro-5-(cyclopent-1-en-1-yl)-1-((2-(trimethylsilyl)ethoxy)methyl)-1H-imidazo[4,5-b]pyridin-2-yl)oxy)hexahydrofuro[3,2-b]furan-3-ol). Procedure: Palladium tetrakistriphenylphosphine (41.7 mg, 0.036 mmol) was added to a stirred suspension of (3R,3aR,6R,6aR)-6-((6-chloro-5-iodo-1-((2-(trimethylsilyl)ethoxy)methyl)-1H-imidazo[4,5-b]pyridin-2-yl)oxy)hexahydro furo[3,2-b]furan-3-ol (Intermediate 3, 100.0 mg, 0.181 mmol), cyclopent-1-en-1-ylboronic acid (30.3 mg, 0.270 mmol), and potassium phosphate tribasic (115.0 mg, 0.542 mmol) in degassed 20% water in dioxane (1.85 mL). The reaction mixture placed under N2 before being heated to 85° C. for... The solvent is O (water), O1CCOCC1 (dioxane). Conditions: temperature 85 celsius. RXN SMILES: [Cl:1][C:2]1[CH:3]=[C:4]2[N:11]([CH2:12][O:13][CH2:14][CH2:15][Si:16]([CH3:19])([CH3:18])[CH3:17])[C:10]([O:20][C@H:21]3[C@H:25]4[O:26][CH2:27][C@@H:28]([OH:29])[C@H:24]4[O:23][CH2:22]3)=[N:9][C:5]2=[N:6][C:7]=1I.[C:30]1(B(O)O)[CH2:34][CH2:33][CH2:32][CH:31]=1.[O-]P([O-])([O-])=O.[K+].[K+].[K+]>O.O1CCOCC1>[Cl:1][C:2]1[CH:3]=[C:4]2[N:11]([CH2:12][O:13][CH2:14][CH2:15][Si:16]([CH3:19])([CH3:18])[CH3:17])[C:10]([O:20][C@H:21]3[C@H:25]4[O:26][CH2:27][C@@H:28]([OH:29])[C@H:24]4[O:23][CH2:22]3)=[N:9][C:5]2=[N:6][C:7]=1[C:30]1[CH2:34][CH2:33][CH2:32][CH:31]=1 |f:2.3.4.5|. Reactants: Palladium tetrakistriphenylphosphine, ClC=1C=C2C(=NC1I)N=C(N2COCC[Si](C)(C)C)O[C@@H]2CO[C@H]1[C@@H]2OC[C@H]1O ((3R,3aR,6R,6aR)-6-((6-chloro-5-iodo-1-((2-(trimethylsilyl)-ethoxy)methyl)-1H-imidazo[4,5-b]pyridin-2-yl)oxy)hexahydrofuro[3,2-b]furan-3-ol), ClC=1C=C2C(=NC1I)N=C(N2COCC[Si](C)(C)C)O[C@@H]2CO[C@H]1[C@@H]2OC[C@H]1O ((3R,3aR,6R,6aR)-6-((6-chloro-5-iodo-1-((2-(trimethylsilyl)-ethoxy)methyl)-1H-imidazo[4,5-b]pyridin-2-yl)oxy)hexahydrofuro[3,2-b]furan-3-ol), C1(=CCCC1)B(O)O (cyclopent-1-en-1-ylboronic acid), [O-]P(=O)([O-])[O-].[K+].[K+].[K+] (potassium phosphate tribasic). Reactants: COc1cc(C=O)cc2c1OC(C)(C)C2, CC(C)[P+](c1ccccc1)(c1ccccc1)c1ccccc1, [Cl-], [H-], [I-], [NH4+], [Na+], C1CCOC1. Yields the product COc1cc(C=C(C)C)cc2c1OC(C)(C)C2. As a reaction SMILES: [CH3:1][O:2][c:3]1[cH:4][c:5]([CH:14]=[O:15])[cH:6][c:7]2[c:11]1[O:10][C:9]([CH3:12])([CH3:13])[CH2:8]2.[CH:17]([CH3:18])([CH3:19])[P+:20]([c:21]1[cH:22][cH:23][cH:24][cH:25][cH:26]1)([c:27]1[cH:28][cH:29][cH:30][cH:31][cH:32]1)[c:33]1[cH:34][cH:35][cH:36][cH:37][cH:38]1.[Cl-:41].[H-:39].[I-:16].[NH4+:42].[Na+:40].[O:43]1[CH2:44][CH2:45][CH2:46][CH2:47]1>>[CH3:1][O:2][c:3]1[cH:4][c:5]([CH:14]=[C:17]([CH3:18])[CH3:19])[cH:6][c:7]2[c:11]1[O:10][C:9]([CH3:12])([CH3:13])[CH2:8]2.